From a dataset of the Open Reaction Database (ORD), a public repository of structured organic reaction records. describe an organic reaction: reactants, conditions, products, and yield The reactants are CN1C(N(C=2N=CN(C2C1=O)CC=C)CCCCC)=O (1-methyl-3-pentyl-7-(2-propen-1-yl)-3,7-dihydro-1H-purine-2,6-dione), [Li+].C[Si](C)(C)[N-][Si](C)(C)C (LiHMDS), CN(C)C=O (DMF). The solvent is C1CCOC1 (THF). Reaction conditions: time 0.5 hour. Product: CN1C(N(C=2N=C(NC2C1=O)C#N)CCCCC)=O (1-Methyl-2,6-dioxo-3-pentyl-2,3,6,7-tetrahydro-1H-purine-8-carbonitrile). Yield: 30.0%. Reaction SMILES: [CH3:1][N:2]1[C:10](=[O:11])[C:9]2[N:8](CC=C)[CH:7]=[N:6][C:5]=2[N:4]([CH2:15][CH2:16][CH2:17][CH2:18][CH3:19])[C:3]1=[O:20].[Li+].C[Si]([N-][Si](C)(C)C)(C)C.[CH3:31][N:32](C=O)C>C1COCC1>[CH3:1][N:2]1[C:10](=[O:11])[C:9]2[NH:8][C:7]([C:31]#[N:32])=[N:6][C:5]=2[N:4]([CH2:15][CH2:16][CH2:17][CH2:18][CH3:19])[C:3]1=[O:20] |f:1.2|. Procedure: To 1-methyl-3-pentyl-7-(2-propen-1-yl)-3,7-dihydro-1H-purine-2,6-dione (1.05 g, 3.6 mmol) in THF (15 ml) at −78° C. was added LiHMDS (4 ml, 1M in hexane, 4 mmol) over 10 min and the solution stirred for 0.5 h. DMF (0.5 ml) was added and the solution stirred at −78° C. for a further 0.5 h then allowed to warm to ambient temperature with the cooling bath over 2 h. The reaction was quenched with 2N hydrochloric acid (3 ml) and partioned between ethyl acetate and brine. The organics were isolated, d... Reactants: [N+](=O)([O-])C=1C=C(C=C(C1)C(=O)O)B(O)O (3-nitro-5-carboxyphenylboronic acid). As a reaction SMILES: [N+:1]([C:4]1[CH:5]=[C:6]([B:13]([OH:15])[OH:14])[CH:7]=[C:8]([C:10]([OH:12])=[O:11])[CH:9]=1)([O-])=O>C(O)C.[Ni]>[NH2:1][C:4]1[CH:5]=[C:6]([B:13]([OH:15])[OH:14])[CH:7]=[C:8]([C:10]([OH:12])=[O:11])[CH:9]=1. Solvent: C(C)O (ethanol). Procedure: A solution of 3-nitro-5-carboxyphenylboronic acid (3.3 g, 0.016 mol) in absolute ethanol (25 ml) was hydrogenated in the presence of Raney Nickel (1 g) at 50 lbs per square inch for 4 hours in a Parr shaker. The catalyst was removed by filtration and the solvent was removed on a rotary evaporator. The solid obtained was recrystallized from water. M.P. 210°-12° C. The product is NC=1C=C(C=C(C1)C(=O)O)B(O)O (3-Amino-5-carboxyphenylboronic Acid). The reagents and catalysts are [Ni] (Raney Nickel).